This data is from the Open Reaction Database (ORD), a public repository of structured organic reaction records. The task is: describe an organic reaction: reactants, conditions, products, and yield Starting materials: [H-].[Al+3].[Li+].[H-].[H-].[H-] (lithium aluminum hydride), C(#N)C=1C=C2C(=CN(C2=CC1)S(=O)(=O)C1=CC=C(C=C1)C)[C@@H]1[C@@H](C1)C(C(=O)OC)=C (methyl [cis-2-[5-Cyano-1-(p-toluenesulfonyl)indol-3-yl]cycloprop-1-yl]-acrylate), O1CCCC1 (tetrahydrofuran). Run at temperature -20 celsius, time 1.5 hour. Yields the product C(#N)C=1C=C2C(=CN(C2=CC1)S(=O)(=O)C1=CC=C(C=C1)C)[C@@H]1[C@@H](C1)CO (cis-2-[5-Cyano-1-(p-toluenesulfonyl)indol-3-yl]cyclopropanemethanol). The yield is 76.0%. RXN SMILES: [H-].[Al+3].[Li+].[H-].[H-].[H-].[C:7]([C:9]1[CH:10]=[C:11]2[C:15](=[CH:16][CH:17]=1)[N:14]([S:18]([C:21]1[CH:26]=[CH:25][C:24]([CH3:27])=[CH:23][CH:22]=1)(=[O:20])=[O:19])[CH:13]=[C:12]2[C@H:28]1[CH2:30][C@H:29]1C(=C)C(OC)=O)#[N:8].[O:37]1CCC[CH2:38]1>>[C:7]([C:9]1[CH:10]=[C:11]2[C:15](=[CH:16][CH:17]=1)[N:14]([S:18]([C:21]1[CH:22]=[CH:23][C:24]([CH3:27])=[CH:25][CH:26]=1)(=[O:19])=[O:20])[CH:13]=[C:12]2[C@H:28]1[CH2:30][C@H:29]1[CH2:38][OH:37])#[N:8] |f:0.1.2.3.4.5|. Procedure details: Powdered lithium aluminum hydride (120 mg, 3.16 mmol) was carefully added to a stirred solution of methyl [cis-2-[5-Cyano-1-(p-toluenesulfonyl)indol-3-yl]cycloprop-1-yl]-acrylate (185 mg, 0.47 mmol) in anhydrous tetrahydrofuran (10 ml) at −30° C. The resulting mixture was stirred at −20° C. for 1.5 h. The reaction was quenched with ethyl acetate (5 ml) and allowed to warmed to room temperature. After 10 min, water (120 μL) was added and after 5 min followed by a solution of aqueous sodium hydrox... The reactants are COC([C@H](CNC(=O)C1CCN(CC1)C1=CC(=CC=C1)NC=1NCCCN1)NC(=O)OCC1=CC=CC=C1)=O ((2S)-2-benzyloxycarbonylamino-3-[[1-[3-(1,4,5,6-tetrahydropyrimidin-2-yl) aminophenyl]piperidin-4-yl]carbonylamino]-propanoic acid methyl ester), [OH-].[Na+] (sodium hydroxide), FC(C(=O)O)(F)F (trifluoroacetic acid). Run in CO (methanol). Reaction conditions: temperature 25 celsius, time 8 hour. The product is C(C1=CC=CC=C1)OC(=O)N[C@H](C(=O)O)CNC(=O)C1CCN(CC1)C1=CC(=CC=C1)NC=1NCCCN1 ((2S)-2-benzyloxycarbonylamino-3-[[1-[3-(1,4,5,6-tetrahydropyrimidin-2-yl)aminophenyl]piperidin-4-yl]carbonylamino]propanoic acid). As a reaction SMILES: C[O:2][C:3](=[O:39])[C@@H:4]([NH:28][C:29]([O:31][CH2:32][C:33]1[CH:38]=[CH:37][CH:36]=[CH:35][CH:34]=1)=[O:30])[CH2:5][NH:6][C:7]([CH:9]1[CH2:14][CH2:13][N:12]([C:15]2[CH:20]=[CH:19][CH:18]=[C:17]([NH:21][C:22]3[NH:23][CH2:24][CH2:25][CH2:26][N:27]=3)[CH:16]=2)[CH2:11][CH2:10]1)=[O:8].[OH-].[Na+].FC(F)(F)C(O)=O>CO>[CH2:32]([O:31][C:29]([NH:28][C@@H:4]([CH2:5][NH:6][C:7]([CH:9]1[CH2:10][CH2:11][N:12]([C:15]2[CH:20]=[CH:19][CH:18]=[C:17]([NH:21][C:22]3[NH:23][CH2:24][CH2:25][CH2:26][N:27]=3)[CH:16]=2)[CH2:13][CH2:14]1)=[O:8])[C:3]([OH:39])=[O:2])=[O:30])[C:33]1[CH:34]=[CH:35][CH:36]=[CH:37][CH:38]=1 |f:1.2|. Reported procedure: To a solution of the product obtained in Example 1 in methanol (100 ml) is added 2M aqueous sodium hydroxide solution (100 ml), and the mixture is stirred at 25° C. overnight. The reaction solution is neutralized with trifluoroacetic acid, and purified by CHP-20 (manufactured by Mitsubishi Chemical Corporation, highporous styrene resin: 75–150 μm) (eluent: gradient, 30% to 100% methanol/0.05% aqueous trifluoroacetic acid solution) to give the title compound (6.5 g). The reactants are CC(C=O)CC1=CC2=C(C=C1)OCO2 (2-methyl-3-(3,4-methylenedioxy-phenyl)propanal), C(C)(=O)O (acetic acid). The product is C(C)(=O)OC=C(CC1=CC2=C(C=C1)OCO2)C (1-Acetoxy-2-Methyl-3-(3,4-Methylenedioxyphenyl)Propene). RXN SMILES: [CH3:1][CH:2]([CH2:5][C:6]1[CH:11]=[CH:10][C:9]2[O:12][CH2:13][O:14][C:8]=2[CH:7]=1)[CH:3]=[O:4].[C:15](O)(=[O:17])[CH3:16]>>[C:15]([O:4][CH:3]=[C:2]([CH3:1])[CH2:5][C:6]1[CH:11]=[CH:10][C:9]2[O:12][CH2:13][O:14][C:8]=2[CH:7]=1)(=[O:17])[CH3:16]. Procedure: Thereafter, the same operations as the procedure (a), the step (2) and the step (3) (procedure (c)) in Example 2 were carried out to provide 27.7 g of 2-methyl-3-(3,4-methylenedioxyphenyl)propanal. The amount of acetic acid contained in the resulting 2-methyl-3-(3,4-methylenedioxy-phenyl)propanal was 18 ppm.